This data is from the Open Reaction Database (ORD), a public repository of structured organic reaction records. The task is: describe an organic reaction: reactants, conditions, products, and yield Starting materials: [Li]C (MeLi), C12CN(CC2O1)C(=O)OCC1=CC=CC=C1 (phenylmethyl 6-oxa-3-azabicyclo[3.1.0]hexane-3-carboxylate). The reagents and catalysts are [Cu]I (CuI). Run in CCOCC (ether), CCOCC (ether). Conditions: temperature -10 celsius, time 20 minute. Product: O[C@@H]1CN(C[C@H]1C)C(=O)OCC1=CC=CC=C1 (phenylmethyl (trans)-3-hydroxy-4-methyl-1-pyrrolidinecarboxylate). RXN SMILES: [Li][CH3:2].[CH:3]12[O:8][CH:7]1[CH2:6][N:5]([C:9]([O:11][CH2:12][C:13]1[CH:18]=[CH:17][CH:16]=[CH:15][CH:14]=1)=[O:10])[CH2:4]2>CCOCC.[Cu]I>[OH:8][C@H:7]1[C@H:3]([CH3:2])[CH2:4][N:5]([C:9]([O:11][CH2:12][C:13]2[CH:18]=[CH:17][CH:16]=[CH:15][CH:14]=2)=[O:10])[CH2:6]1. Procedure: To a stirred suspension of CuI (10.2 g, 54 mmol) in ether (120 mL) at −10° C. was added dropwise MeLi (73 mL, 109 mmol, 1.5 M in ether) ensuring that the temperature remained below −5° C. The resulting solution was stirred at −10° C. for 20 min and a solution of phenylmethyl 6-oxa-3-azabicyclo[3.1.0]hexane-3-carboxylate (Example 113) (5 g, 23 mmol) in ether (50 mL) was added, maintaining the temperature below −2° C. The reaction was stirred at −10° C. for 1 hour after which time it was quenched ... Procedure details: A mixture of 19.2 g (73.2 mmol) of triphenylphosphine and 12.6 g (73.2 mmol) of methyl benzenesulfonate was allowed to react for 2 hr at 130° C. A total of 27.6 g (63.5 mmol, 86.8%) of the product was obtained after recrystallization from 75:25 toluene-acetonitrile. Analyses: mp 147.6°-149.7° C. The reactants are C1(=CC=CC=C1)P(C1=CC=CC=C1)C1=CC=CC=C1 (triphenylphosphine), C1(=CC=CC=C1)S(=O)(=O)OC (methyl benzenesulfonate). RXN SMILES: [C:1]1([P:7]([C:14]2[CH:19]=[CH:18][CH:17]=[CH:16][CH:15]=2)[C:8]2[CH:13]=[CH:12][CH:11]=[CH:10][CH:9]=2)[CH:6]=[CH:5][CH:4]=[CH:3][CH:2]=1.[C:20]1([S:26]([O:29]C)(=[O:28])=[O:27])[CH:25]=[CH:24][CH:23]=[CH:22][CH:21]=1>>[C:20]1([S:26]([O-:29])(=[O:28])=[O:27])[CH:25]=[CH:24][CH:23]=[CH:22][CH:21]=1.[CH3:20][P+:7]([C:1]1[CH:2]=[CH:3][CH:4]=[CH:5][CH:6]=1)([C:8]1[CH:13]=[CH:12][CH:11]=[CH:10][CH:9]=1)[C:14]1[CH:15]=[CH:16][CH:17]=[CH:18][CH:19]=1 |f:2.3|. Isolated yield 173.5%. Yields the product C1(=CC=CC=C1)S(=O)(=O)[O-].C[P+](C1=CC=CC=C1)(C1=CC=CC=C1)C1=CC=CC=C1 (Methyltriphenylphosphonium benzenesulfonate). Starting materials: CC12S[C@H]3N(C1(C(=O)OCC(Cl)(Cl)Cl)C2)C(C3NS(=O)(=O)C3=CC=C(C=C3)NC(C)=O)=O (2,2,2-Trichloroethyl 2-methyl-2,3-methylene-6-(4-acetamidobenzenesulfonamido)penam-3-carboxylate). The reagents and catalysts are [Zn] (zinc). The solvent is C(C)(=O)O (acetic acid). The product is CC12S[C@H]3N(C1(C(=O)O)C2)C(C3NS(=O)(=O)C3=CC=C(C=C3)NC(C)=O)=O (2-methyl-2,3-methylene-6-(4-acetamidobenzenesulfonamido)penam-3-carboxylic acid). Yield: 60.5%. As a reaction SMILES: [CH3:1][C:2]12[CH2:15][C:6]1([C:7]([O:9]CC(Cl)(Cl)Cl)=[O:8])[N:5]1[C:16](=[O:32])[CH:17]([NH:18][S:19]([C:22]3[CH:27]=[CH:26][C:25]([NH:28][C:29](=[O:31])[CH3:30])=[CH:24][CH:23]=3)(=[O:21])=[O:20])[C@H:4]1[S:3]2>[Zn].C(O)(=O)C>[CH3:1][C:2]12[CH2:15][C:6]1([C:7]([OH:9])=[O:8])[N:5]1[C:16](=[O:32])[CH:17]([NH:18][S:19]([C:22]3[CH:27]=[CH:26][C:25]([NH:28][C:29](=[O:31])[CH3:30])=[CH:24][CH:23]=3)(=[O:20])=[O:21])[C@H:4]1[S:3]2. Procedure details: 2,2,2-Trichloroethyl 2-methyl-2,3-methylene-6-(4-acetamidobenzenesulfonamido)penam-3-carboxylate (1.09 g.), acetic acid (1.5 ml.) and zinc powder (1.2 g.) were treated in the similar manner as described in Example 1 and the residue was crystallized using ethyl acetate to give 2-methyl-2,3-methylene-6-(4-acetamidobenzenesulfonamido)penam-3-carboxylic acid (0.5 g.), mp. 230°C (dec.). The reactants are CCOC(=O)c1nn(-c2c(Cl)cc(C(F)(F)F)cc2Cl)cc1OC(F)(F)C(F)Cl, CO, Cl, [Na+], [OH-], O. Yields the product O=C(O)c1nn(-c2c(Cl)cc(C(F)(F)F)cc2Cl)cc1OC(F)(F)C(F)Cl. Reaction SMILES: [C:1](=[O:2])([O:3][CH2:4][CH3:5])[c:6]1[n:7][n:8](-[c:18]2[c:19]([Cl:29])[cH:20][c:21]([C:25]([F:26])([F:27])[F:28])[cH:22][c:23]2[Cl:24])[cH:9][c:10]1[O:11][C:12]([CH:13]([F:14])[Cl:15])([F:16])[F:17].[CH3:32][OH:33].[ClH:34].[Na+:31].[OH-:30].[OH2:35]>>[C:1](=[O:2])([OH:3])[c:6]1[n:7][n:8](-[c:18]2[c:19]([Cl:29])[cH:20][c:21]([C:25]([F:26])([F:27])[F:28])[cH:22][c:23]2[Cl:24])[cH:9][c:10]1[O:11][C:12]([CH:13]([F:14])[Cl:15])([F:16])[F:17]. Reactants: O=[N+]([O-])c1cc(Br)cc(F)c1O, C=CCBr, [K+], [K+], O=C([O-])[O-], CN(C)C=O. Product: C=CCOc1c(F)cc(Br)cc1[N+](=O)[O-]. RXN SMILES: [Br:1][c:2]1[cH:3][c:4]([N+:10](=[O:11])[O-:12])[c:5]([OH:9])[c:6]([F:8])[cH:7]1.[CH2:13]([CH:14]=[CH2:15])[Br:16].[K+:17].[K+:18].[O-:19][C:20]([O-:21])=[O:22].[O:23]=[CH:24][N:25]([CH3:26])[CH3:27]>>[Br:1][c:2]1[cH:3][c:4]([N+:10](=[O:11])[O-:12])[c:5]([O:9][CH2:15][CH:14]=[CH2:13])[c:6]([F:8])[cH:7]1.